Dataset: the Open Reaction Database (ORD), a public repository of structured organic reaction records. Task: describe an organic reaction: reactants, conditions, products, and yield Yields the product CN1CCCCC=CC2CC2(C(=O)NS(=O)(=O)C2CC2)NC(=O)C2CC(n3nnc(-c4ccccc4)n3)CC2C1=O. Reaction SMILES: [C:36]([n:37]1[cH:38][cH:39][n:40][cH:41]1)([n:42]1[cH:43][cH:44][n:45][cH:46]1)=[O:47].[CH2:55]1[CH2:56][CH2:57][C:58]2=[N:63][CH2:62][CH2:61][CH2:60][N:59]2[CH2:64][CH2:65]1.[CH2:66]1[O:67][CH2:68][CH2:69][CH2:70]1.[CH:48]1([S:51](=[O:52])(=[O:53])[NH2:54])[CH2:49][CH2:50]1.[OH2:71].[c:1]1(-[c:7]2[n:8][n:9][n:10]([CH:12]3[CH2:13][CH:14]4[C:15](=[O:35])[N:16]([CH3:34])[CH2:17][CH2:18][CH2:19][CH2:20][CH:21]=[CH:22][CH:23]5[CH2:24][C:25]5([C:31](=[O:32])[OH:33])[NH:26][C:27](=[O:30])[CH:28]4[CH2:29]3)[n:11]2)[cH:2][cH:3][cH:4][cH:5][cH:6]1>>[c:1]1(-[c:7]2[n:8][n:9][n:10]([CH:12]3[CH2:13][CH:14]4[C:15](=[O:35])[N:16]([CH3:34])[CH2:17][CH2:18][CH2:19][CH2:20][CH:21]=[CH:22][CH:23]5[CH2:24][C:25]5([C:31](=[O:33])[NH:54][S:51]([CH:48]5[CH2:49][CH2:50]5)(=[O:52])=[O:53])[NH:26][C:27](=[O:30])[CH:28]4[CH2:29]3)[n:11]2)[cH:2][cH:3][cH:4][cH:5][cH:6]1. The reactants are O=C(n1ccnc1)n1ccnc1, C1CCC2=NCCCN2CC1, C1CCOC1, NS(=O)(=O)C1CC1, O, CN1CCCCC=CC2CC2(C(=O)O)NC(=O)C2CC(n3nnc(-c4ccccc4)n3)CC2C1=O.